From a dataset of the Open Reaction Database (ORD), a public repository of structured organic reaction records. describe an organic reaction: reactants, conditions, products, and yield The reactants are ClC1=NC2=CC=C(C=C2C=C1)Cl (2,6-dichloroquinoline), CC1=CC=C(O1)CN (5-methyl-2-furanmethanamine), FC1=CC=C(N)C=C1 (4-fluoroaniline). Product: FC1=CC=C(C=C1)NC=1C=C2C=CC(=NC2=CC1)NCC=1OC(=CC1)C (N6-(4-Fluoro-phenyl)-N2-(5-methyl-furan-2-ylmethyl)-quinoline-2,6-diamine). Reaction SMILES: Cl[C:2]1[CH:11]=[CH:10][C:9]2[C:4](=[CH:5][CH:6]=[C:7](Cl)[CH:8]=2)[N:3]=1.[CH3:13][C:14]1[O:18][C:17]([CH2:19][NH2:20])=[CH:16][CH:15]=1.[F:21][C:22]1[CH:28]=[CH:27][C:25]([NH2:26])=[CH:24][CH:23]=1>>[F:21][C:22]1[CH:28]=[CH:27][C:25]([NH:26][C:7]2[CH:8]=[C:9]3[C:4](=[CH:5][CH:6]=2)[N:3]=[C:2]([NH:20][CH2:19][C:17]2[O:18][C:14]([CH3:13])=[CH:15][CH:16]=2)[CH:11]=[CH:10]3)=[CH:24][CH:23]=1. Procedure details: The title compound, MS: m/e=348.3 (M+H+), was prepared in accordance with the general method of example 1 from 2,6-dichloroquinoline, 5-methyl-2-furanmethanamine and 4-fluoroaniline. Starting materials: CC(C)CC1(CC(=O)OC(C)(C)C)CCN(C(=O)OC(C)(C)C)C1=O, C=CCBr, C1CCOC1, CC(C)[N-]C(C)C, [Li+]. Product: C=C(C)C(C(=O)OC(C)(C)C)C1(CC(C)C)CCN(C(=O)OC(C)(C)C)C1=O. As a reaction SMILES: [C:1]([CH3:2])([CH3:3])([CH3:4])[O:5][C:6](=[O:7])[N:8]1[C:9](=[O:25])[C:10]([CH2:13][C:14](=[O:15])[O:16][C:17]([CH3:18])([CH3:19])[CH3:20])([CH2:21][CH:22]([CH3:23])[CH3:24])[CH2:11][CH2:12]1.[CH2:34]([Br:35])[CH:36]=[CH2:37].[CH2:38]1[O:39][CH2:40][CH2:41][CH2:42]1.[CH3:27][CH:28]([CH3:29])[N-:30][CH:31]([CH3:32])[CH3:33].[Li+:26]>>[C:1]([CH3:2])([CH3:3])([CH3:4])[O:5][C:6](=[O:7])[N:8]1[C:9](=[O:25])[C:10]([CH:13]([C:14](=[O:15])[O:16][C:17]([CH3:18])([CH3:19])[CH3:20])[C:28](=[CH2:27])[CH3:29])([CH2:21][CH:22]([CH3:23])[CH3:24])[CH2:11][CH2:12]1. The reactants are O=S(=O)(Cl)c1ccc(Br)s1, CN(C)c1ccncc1, Nc1ccncc1, c1ccncc1. The product is O=S(=O)(Nc1ccncc1)c1ccc(Br)s1. Reaction SMILES: [Br:1][c:2]1[cH:3][cH:4][c:5]([S:7](=[O:8])(=[O:9])[Cl:10])[s:6]1.[CH3:18][N:19]([CH3:20])[c:21]1[cH:22][cH:23][n:24][cH:25][cH:26]1.[NH2:11][c:12]1[cH:13][cH:14][n:15][cH:16][cH:17]1.[cH:27]1[cH:28][cH:29][n:30][cH:31][cH:32]1>>[Br:1][c:2]1[cH:3][cH:4][c:5]([S:7](=[O:8])(=[O:9])[NH:11][c:12]2[cH:13][cH:14][n:15][cH:16][cH:17]2)[s:6]1. The reactants are COC=1C=CC=C(C1C=2C=CC=CC2P(C3CCCCC3)C4CCCCC4)OC (S-phos), CC(C)(C)[O-].[Na+] (sodium 2-methylpropan-2-olate), N1=C(C=CC=C1)N (pyridin-2-amine), ClC1=CC=C(OC2=NC=CC=C2C2=CC(=NC=C2)C)C=C1 (2-(4-chlorophenoxy)-3-(2-methylpyridin-4-yl)pyridine). The reagents and catalysts are C=1C=CC(=CC1)/C=C/C(=O)/C=C/C2=CC=CC=C2.C=1C=CC(=CC1)/C=C/C(=O)/C=C/C2=CC=CC=C2.C=1C=CC(=CC1)/C=C/C(=O)/C=C/C2=CC=CC=C2.[Pd].[Pd] (Pd2(dba)3). Solvent: C1(=CC=CC=C1)C (toluene). Conditions: temperature 100 celsius. Yields the product CC1=NC=CC(=C1)C=1C(=NC=CC1)OC1=CC=C(C=C1)NC1=NC=CC=C1 (N-(4-(3-(2-methylpyridin-4-yl)pyridin-2-yloxy)phenyl)pyridin-2-amine). RXN SMILES: COC1C=CC=C(OC)C=1C1C=CC=CC=1P(C1CCCCC1)C1CCCCC1.CC([O-])(C)C.[Na+].[N:36]1[CH:41]=[CH:40][CH:39]=[CH:38][C:37]=1[NH2:42].Cl[C:44]1[CH:63]=[CH:62][C:47]([O:48][C:49]2[C:54]([C:55]3[CH:60]=[CH:59][N:58]=[C:57]([CH3:61])[CH:56]=3)=[CH:53][CH:52]=[CH:51][N:50]=2)=[CH:46][CH:45]=1>C1C=CC(/C=C/C(/C=C/C2C=CC=CC=2)=O)=CC=1.C1C=CC(/C=C/C(/C=C/C2C=CC=CC=2)=O)=CC=1.C1C=CC(/C=C/C(/C=C/C2C=CC=CC=2)=O)=CC=1.[Pd].[Pd].C1(C)C=CC=CC=1>[CH3:61][C:57]1[CH:56]=[C:55]([C:54]2[C:49]([O:48][C:47]3[CH:62]=[CH:63][C:44]([NH:42][C:37]4[CH:38]=[CH:39][CH:40]=[CH:41][N:36]=4)=[CH:45][CH:46]=3)=[N:50][CH:51]=[CH:52][CH:53]=2)[CH:60]=[CH:59][N:58]=1 |f:1.2,5.6.7.8.9|. Procedure details: To a sealed tube, under nitrogen, was added Pd2(dba)3 (0.19 g, 0.21 mmol), S-phos (0.36 g, 0.84 mmol), sodium 2-methylpropan-2-olate (2.0 g, 21 mmol), pyridin-2-amine (0.95 g, 10 mmol), 2-(4-chlorophenoxy)-3-(2-methylpyridin-4-yl)pyridine (2.5 g, 8.4 mmol), and toluene (18 mL). Reaction mixture was heated to 100° C. overnight. The reaction mixture was directly purified by silica gel chromatography (0-100% EtOAc/hexane). Solid precipitate formed upon rotovap of rich cut. The solid was collected a... The reactants are COC(OC)c1cc(OCCCS(=O)c2nccn2-c2ccccc2C)ccc1[N+](=O)[O-], Cl, C1CCOC1. The product is Cc1ccccc1-n1ccnc1S(=O)CCCOc1ccc([N+](=O)[O-])c(C=O)c1. Reaction SMILES: [CH3:1][c:2]1[c:3](-[n:8]2[c:9]([S:13](=[O:14])[CH2:15][CH2:16][CH2:17][O:18][c:19]3[cH:20][c:21]([CH:28]([O:29][CH3:32])[O:30][CH3:31])[c:22]([N+:25](=[O:26])[O-:27])[cH:23][cH:24]3)[n:10][cH:11][cH:12]2)[cH:4][cH:5][cH:6][cH:7]1.[ClH:33].[O:34]1[CH2:35][CH2:36][CH2:37][CH2:38]1>>[CH3:1][c:2]1[c:3](-[n:8]2[c:9]([S:13](=[O:14])[CH2:15][CH2:16][CH2:17][O:18][c:19]3[cH:20][c:21]([CH:28]=[O:29])[c:22]([N+:25](=[O:26])[O-:27])[cH:23][cH:24]3)[n:10][cH:11][cH:12]2)[cH:4][cH:5][cH:6][cH:7]1. Reported procedure: prepared by reaction of [2-Amino-5-(3-fluoro-phenyl)-thiazol-4-yl]-((1S,2S,5R)-2-aminomethyl-3-aza-bicyclo[3.1.0]hex-3-yl)-methanone with 1,2-Dimethyl-1H-indole-3-carboxylic acid. LC-MS (basic): tR=0.81 min; [M+H]+=504.4. Starting materials: NC=1SC(=C(N1)C(=O)N1[C@@H]([C@H]2C[C@H]2C1)CN)C1=CC(=CC=C1)F ([2-Amino-5-(3-fluoro-phenyl)-thiazol-4-yl]-((1S,2S,5R)-2-aminomethyl-3-aza-bicyclo[3.1.0]hex-3-yl)-methanone), CN1C(=C(C2=CC=CC=C12)C(=O)O)C (1,2-Dimethyl-1H-indole-3-carboxylic acid). The product is NC=1SC(=C(N1)C(=O)N1[C@@H]([C@H]2C[C@H]2C1)CNC(=O)C1=C(N(C2=CC=CC=C12)C)C)C1=CC(=CC=C1)F (1,2-Dimethyl-1H-indole-3-carboxylic Acid{(1S,2S,5R)-3-[2-amino-5-(3-fluoro-phenyl)-thiazole-4-carbonyl]-3-aza-bicyclo[3.1.0]hex-2-ylmethyl}-amide). RXN SMILES: [NH2:1][C:2]1[S:3][C:4]([C:17]2[CH:22]=[CH:21][CH:20]=[C:19]([F:23])[CH:18]=2)=[C:5]([C:7]([N:9]2[CH2:14][C@H:13]3[C@H:11]([CH2:12]3)[C@H:10]2[CH2:15][NH2:16])=[O:8])[N:6]=1.[CH3:24][N:25]1[C:33]2[C:28](=[CH:29][CH:30]=[CH:31][CH:32]=2)[C:27]([C:34](O)=[O:35])=[C:26]1[CH3:37]>>[NH2:1][C:2]1[S:3][C:4]([C:17]2[CH:22]=[CH:21][CH:20]=[C:19]([F:23])[CH:18]=2)=[C:5]([C:7]([N:9]2[CH2:14][C@H:13]3[C@H:11]([CH2:12]3)[C@H:10]2[CH2:15][NH:16][C:34]([C:27]2[C:28]3[C:33](=[CH:32][CH:31]=[CH:30][CH:29]=3)[N:25]([CH3:24])[C:26]=2[CH3:37])=[O:35])=[O:8])[N:6]=1. The reactants are O=c1cc[nH]c2c(I)cccc12, CN(C)C=O, O=P(Cl)(Cl)Cl. The product is Clc1ccnc2c(I)cccc12. Reaction SMILES: [I:1][c:2]1[cH:3][cH:4][cH:5][c:6]2[c:7](=[O:12])[cH:8][cH:9][nH:10][c:11]12.[O:18]=[CH:19][N:20]([CH3:21])[CH3:22].[P:13]([Cl:14])([Cl:15])([Cl:16])=[O:17]>>[I:1][c:2]1[cH:3][cH:4][cH:5][c:6]2[c:7]([Cl:15])[cH:8][cH:9][n:10][c:11]12.